Dataset: the Open Reaction Database (ORD), a public repository of structured organic reaction records. Task: describe an organic reaction: reactants, conditions, products, and yield The reactants are ClC=1N=C(C2=C(N1)C=C(S2)I)N2CCOCC2 (2-Chloro-6-iodo-4-morpholinothieno[3,2-d]pyrimidine), O1C(NCC1)=O (2-oxazolidinone), [O-]P(=O)([O-])[O-].[K+].[K+].[K+] (potassium phosphate tribasic), CN(CCN)C (N,N-dimethylethylenediamine). Reagents/catalysts: [Cu](I)I (copper iodide). Solvent: O1CCOCC1 (1,4-dioxane). The product is ClC=1N=C(C2=C(N1)C=C(S2)NCCO)N2CCOCC2 (2-(2-chloro-4-morpholinothieno[3,2-d]pyrimidin-6-ylamino)ethanol). Reaction SMILES: [Cl:1][C:2]1[N:3]=[C:4]([N:12]2[CH2:17][CH2:16][O:15][CH2:14][CH2:13]2)[C:5]2[S:10][C:9](I)=[CH:8][C:6]=2[N:7]=1.[O:18]1[CH2:22][CH2:21][NH:20]C1=O.[O-]P([O-])([O-])=O.[K+].[K+].[K+].CN(C)CCN>O1CCOCC1.[Cu](I)I>[Cl:1][C:2]1[N:3]=[C:4]([N:12]2[CH2:17][CH2:16][O:15][CH2:14][CH2:13]2)[C:5]2[S:10][C:9]([NH:20][CH2:21][CH2:22][OH:18])=[CH:8][C:6]=2[N:7]=1 |f:2.3.4.5|. Reported procedure: 2-Chloro-6-iodo-4-morpholinothieno[3,2-d]pyrimidine 19 (150 mg), 2-oxazolidinone (103 mg), potassium phosphate tribasic (250 mg), copper iodide (7 mg), 4 μL of N,N-dimethylethylenediamine in 2 mL of 1,4-dioxane was heated to 100° C. for 15 hr. The reaction mixture was evaporated and the residue was diluted with ethyl acetate (50 mL), washed with brine, dried over MgSO4, filtered and evaporated. The crude product was purified on reverse phase HPLC to give 2-(2-chloro-4-morpholinothieno[3,2-d]pyri...